This data is from the Open Reaction Database (ORD), a public repository of structured organic reaction records. The task is: describe an organic reaction: reactants, conditions, products, and yield Starting materials: CC(C)(C)C1CCC(=O)CC1, C1COCCN1, C1CCCCC1. The product is CC(C)(C)C1CC=C(N2CCOCC2)CC1. RXN SMILES: [C:1]([CH3:2])([CH3:3])([CH3:4])[CH:5]1[CH2:6][CH2:7][C:8](=[O:11])[CH2:9][CH2:10]1.[CH2:12]1[CH2:13][O:14][CH2:15][CH2:16][NH:17]1.[CH2:18]1[CH2:19][CH2:20][CH2:21][CH2:22][CH2:23]1>>[C:1]([CH3:2])([CH3:3])([CH3:4])[CH:5]1[CH2:6][CH:7]=[C:8]([N:17]2[CH2:12][CH2:13][O:14][CH2:15][CH2:16]2)[CH2:9][CH2:10]1. The product is OC(C(=O)O[C@@H]1CC[C@H](CC1)N(C)CCC(=O)NC1=C(C=C(C(=C1)OC)CO[Si](C)(C)C(C)(C)C)Cl)(C=1SC=CC1)C=1SC=CC1 (trans-4-((3-(4-((tert-butyl(dimethyl)silyloxy)methyl)-2-chloro-5-methoxy-phenylamino)-3-oxopropyl)(methyl)amino)cyclohexyl hydroxy(di-2-thienyl)acetate). Yield: 49.0%. Run at temperature 75 celsius, time 64 hour. Reaction SMILES: [Si:1]([O:8][CH2:9][C:10]1[C:15]([O:16][CH3:17])=[CH:14][C:13]([NH:18][C:19](=[O:22])[CH:20]=[CH2:21])=[C:12]([Cl:23])[CH:11]=1)([C:4]([CH3:7])([CH3:6])[CH3:5])([CH3:3])[CH3:2].[OH:24][C:25]([C:42]1[S:43][CH:44]=[CH:45][CH:46]=1)([C:37]1[S:38][CH:39]=[CH:40][CH:41]=1)[C:26]([O:28][C@H:29]1[CH2:34][CH2:33][C@H:32]([NH:35][CH3:36])[CH2:31][CH2:30]1)=[O:27]>C(Cl)Cl>[OH:24][C:25]([C:37]1[S:38][CH:39]=[CH:40][CH:41]=1)([C:42]1[S:43][CH:44]=[CH:45][CH:46]=1)[C:26]([O:28][C@H:29]1[CH2:30][CH2:31][C@H:32]([N:35]([CH2:21][CH2:20][C:19]([NH:18][C:13]2[CH:14]=[C:15]([O:16][CH3:17])[C:10]([CH2:9][O:8][Si:1]([C:4]([CH3:7])([CH3:6])[CH3:5])([CH3:3])[CH3:2])=[CH:11][C:12]=2[Cl:23])=[O:22])[CH3:36])[CH2:33][CH2:34]1)=[O:27]. The solvent is C(Cl)Cl (methylene chloride). Reported procedure: A mixture of N-[4-({[tert-butyl(dimethyl)silyl]oxy}methyl)-2-chloro-5-methoxyphenyl]-acrylamide (intermediate 40; 0.9 g, 0.002 mol) and trans-4-(methylamino)cyclohexyl hydroxy(di-2-thienyl)acetate (intermediate 5; 0.7 g, 0.002 mol) in methylene chloride (20 mL) was stirred at 75° C. in a closed vessel for 64 hours. The solvent was evaporated and the crude obtained was purified by column chromatography with silica gel, eluting with chloroform/methanol (from 50/1 to 25/1) to give the title compoun... Starting materials: [Si](C)(C)(C(C)(C)C)OCC1=CC(=C(C=C1OC)NC(C=C)=O)Cl (N-[4-({[tert-butyl(dimethyl)silyl]oxy}methyl)-2-chloro-5-methoxyphenyl]-acrylamide), [Si](C)(C)(C(C)(C)C)OCC1=CC(=C(C=C1OC)NC(C=C)=O)Cl (N-[4-({[tert-butyl(dimethyl)silyl]oxy}methyl)-2-chloro-5-methoxyphenyl]-acrylamide), OC(C(=O)O[C@@H]1CC[C@H](CC1)NC)(C=1SC=CC1)C=1SC=CC1 (Trans-4-(methylamino)cyclohexyl hydroxy(di-2-thienyl)acetate), OC(C(=O)O[C@@H]1CC[C@H](CC1)NC)(C=1SC=CC1)C=1SC=CC1 (Trans-4-(methylamino)cyclohexyl hydroxy(di-2-thienyl)acetate). Reactants: CC1(C(NC(CC1)=O)=O)N1C(C2=CC=C(C=C2C1)C#N)=O (2-(3-methyl-2,6-dioxo-piperidin-3-yl)-1-oxo-2,3-dihydro-1H-isoindole-5-carbonitrile), Cl (HCl). Run in CC(C)O (iPrOH), O (water). Isolated yield 92.0%. Procedure details: A mixture of 2-(3-methyl-2,6-dioxo-piperidin-3-yl)-1-oxo-2,3-dihydro-1H-isoindole-5-carbonitrile (1.20 g, 4.00 mmol) and PtO2 (0.4 g) in 5-6 N HCl in iPrOH was hydrogenated (55 psi, rt) for 24 h. The resulting mixture was diluted with water (30 mL) and filtered through celite. The celite was washed with water (30 mL) and the combined filtrates were concentrated in vacuo. The residue was triturated in acetonitrile (50 mL) and the product was isolated by filtration and dried in vacuo providing 3-(... The reagents and catalysts are O=[Pt]=O (PtO2). Product: Cl.NCC=1C=C2CN(C(C2=CC1)=O)C1(C(NC(CC1)=O)=O)C (3-(5-aminomethyl-1-oxo-1,3-dihydro-isoindol-2-yl)-3-methyl-piperidine-2,6-dione hydrochloride). Reaction SMILES: [CH3:1][C:2]1([N:10]2[CH2:18][C:17]3[C:12](=[CH:13][CH:14]=[C:15]([C:19]#[N:20])[CH:16]=3)[C:11]2=[O:21])[CH2:7][CH2:6][C:5](=[O:8])[NH:4][C:3]1=[O:9].[ClH:22]>CC(O)C.O.O=[Pt]=O>[ClH:22].[NH2:20][CH2:19][C:15]1[CH:16]=[C:17]2[C:12](=[CH:13][CH:14]=1)[C:11](=[O:21])[N:10]([C:2]1([CH3:1])[CH2:7][CH2:6][C:5](=[O:8])[NH:4][C:3]1=[O:9])[CH2:18]2 |f:5.6|. Reactants: CS(=O)(=O)Nc1cccc(Br)c1, O=C([O-])[O-], CI, CN(C)C=O, [K+], [K+]. The product is CN(c1cccc(Br)c1)S(C)(=O)=O. RXN SMILES: [Br:1][c:2]1[cH:3][c:4]([NH:8][S:9](=[O:10])(=[O:11])[CH3:12])[cH:5][cH:6][cH:7]1.[C:13](=[O:14])([O-:15])[O-:16].[CH3:19][I:20].[CH3:21][N:22]([CH3:23])[CH:24]=[O:25].[K+:17].[K+:18]>>[Br:1][c:2]1[cH:3][c:4]([N:8]([S:9](=[O:10])(=[O:11])[CH3:12])[CH3:13])[cH:5][cH:6][cH:7]1. The reactants are CCc1cc(Br)cc(C)c1OCc1ccccc1, [Li]CCCC, COB(OC)OC, CCCCCC, Cl, C1CCOC1, O. Yields the product CCc1cc(O)cc(C)c1OCc1ccccc1. Reaction SMILES: [Br:1][c:2]1[cH:3][c:4]([CH2:17][CH3:18])[c:5]([O:9][CH2:10][c:11]2[cH:12][cH:13][cH:14][cH:15][cH:16]2)[c:6]([CH3:8])[cH:7]1.[CH2:33]([Li:34])[CH2:35][CH2:36][CH3:37].[CH3:19][O:20][B:21]([O:22][CH3:23])[O:24][CH3:25].[CH3:38][CH2:39][CH2:40][CH2:41][CH2:42][CH3:43].[ClH:27].[O:28]1[CH2:29][CH2:30][CH2:31][CH2:32]1.[OH2:26]>>[c:2]1([OH:20])[cH:3][c:4]([CH2:17][CH3:18])[c:5]([O:9][CH2:10][c:11]2[cH:12][cH:13][cH:14][cH:15][cH:16]2)[c:6]([CH3:8])[cH:7]1. Reactants: CC(C)=O, OC(CCCl)c1ccccc1, [I-], [Na+]. RXN SMILES: [CH3:14][C:15](=[O:16])[CH3:17].[Cl:1][CH2:2][CH2:3][CH:4]([OH:5])[c:6]1[cH:7][cH:8][cH:9][cH:10][cH:11]1.[I-:12].[Na+:13]>>[CH2:2]([CH2:3][CH:4]([OH:5])[c:6]1[cH:7][cH:8][cH:9][cH:10][cH:11]1)[I:12]. The product is OC(CCI)c1ccccc1. Starting materials: 1.795, NCC[C@@H](C(=O)O)NC(=O)OC(C)(C)C ((2S)-4-Amino-2-[(tert-butoxycarbonyl)amino]butanoic acid), C(C)(C)N(C(C)C)CC (N,N-diisopropylethylamine), C(C=C)OC([C@@H](NC(=O)OC(C)(C)C)CC1=CC=C(C=C1)OC(=O)OC1=CC=C(C=C1)[N+](=O)[O-])=O (Allyl-N-(tert-butoxycarbonyl)-O-[(4-nitrophenoxy)carbonyl]-L-tyrosinate). Run in ClCCl (dichloromethane). Run at temperature 75 celsius. Yields the product C(C=C)OC([C@H](CC1=CC=C(OC(=O)NCC[C@@H](C(=O)O)NC(=O)OC(C)(C)C)C=C1)NC(=O)OC(C)(C)C)=O ((2S)-4-{[(4-{(2S)-3-(Allyloxy)-2-[(tert-butoxycarbonyl)amino]-3-oxopropyl}phenoxy)carbonyl]-amino}-2-[(tert-butoxycarbonyl)amino]butanoic acid). RXN SMILES: [CH2:1]([O:4][C:5](=[O:35])[C@H:6]([CH2:15][C:16]1[CH:21]=[CH:20][C:19]([O:22][C:23](OC2C=CC([N+]([O-])=O)=CC=2)=[O:24])=[CH:18][CH:17]=1)[NH:7][C:8]([O:10][C:11]([CH3:14])([CH3:13])[CH3:12])=[O:9])[CH:2]=[CH2:3].[NH2:36][CH2:37][CH2:38][C@H:39]([NH:43][C:44]([O:46][C:47]([CH3:50])([CH3:49])[CH3:48])=[O:45])[C:40]([OH:42])=[O:41].C(N(CC)C(C)C)(C)C>ClCCl>[CH2:1]([O:4][C:5](=[O:35])[C@@H:6]([NH:7][C:8]([O:10][C:11]([CH3:14])([CH3:13])[CH3:12])=[O:9])[CH2:15][C:16]1[CH:21]=[CH:20][C:19]([O:22][C:23]([NH:36][CH2:37][CH2:38][C@H:39]([NH:43][C:44]([O:46][C:47]([CH3:50])([CH3:49])[CH3:48])=[O:45])[C:40]([OH:42])=[O:41])=[O:24])=[CH:18][CH:17]=1)[CH:2]=[CH2:3]. Reported procedure: 4.0 g (8.22 mmol) of the compound from example 1A was dissolved in 60 ml dichloromethane. 1.795 (8.22 mmol) (2S)-4-Amino-2-[(tert-butoxycarbonyl)amino]butanoic acid and 1.43 ml (8.22 mmol) N,N-diisopropylethylamine were added. The reaction mixture was split into 3 portions. The portions were heated for 30 min in a sealed tube at 75° C. in a microwave synthesizer. From the combined reaction mixture the solvent was removed by rotary evaporation (approx. 40° C., approx. 200 mbar, approx. 30 min.). ... The reactants are C([O-])(O)=O.[Na+] (sodium bicarbonate), C(=O)(N1C=NC=C1)N1C=NC=C1 (1,1'-carbonyldiimidazole), N1=C(C=CC=C1)C(=O)O (picolinic acid), FC1=CC=C(N)C=C1 (4-fluoroaniline). Solvent: CCOCC (ether), CN(C=O)C (dimethylformamide). Product: FC1=CC=C(C=C1)NC(=O)C1=NC=CC=C1 (N-(4-fluorophenyl)-2-pyridinecarboxamide). Isolated yield 66.2%. RXN SMILES: C(N1C=CN=C1)(N1C=CN=C1)=O.[N:13]1[CH:18]=[CH:17][CH:16]=[CH:15][C:14]=1[C:19]([OH:21])=O.[F:22][C:23]1[CH:29]=[CH:28][C:26]([NH2:27])=[CH:25][CH:24]=1.C(=O)(O)[O-].[Na+]>CN(C)C=O.CCOCC>[F:22][C:23]1[CH:29]=[CH:28][C:26]([NH:27][C:19]([C:14]2[CH:15]=[CH:16][CH:17]=[CH:18][N:13]=2)=[O:21])=[CH:25][CH:24]=1 |f:3.4|. Reported procedure: An anhydrous solution of 1,1'-carbonyldiimidazole (13.13 g, 81 mmol) in dimethylformamide (80 mL) was treated with picolinic acid (10.0 g, 81 mmol), and after 1 hour 4-fluoroaniline (8.46 mL, 89 mmol) was introduced. After 27 hours the reaction mixture was poured into saturated sodium bicarbonate solution (900 mL) and ether (400 mL). The aqueous layer was extracted again with ether (3×400 mL) and the ethereal layers were dried and concentrated. The crude solid residue was recrystallized from a m... The reactants are C(=C)[C@](N)(CCC(=O)O)C(=O)O (2-vinylglutamic acid), C(C)(=O)Cl (acetyl chloride), Cl (hydrochloric acid). The solvent is O1CCOCC1 (dioxane), [OH-].[Na+] (sodium hydroxide), [OH-].[Na+] (sodium hydroxide). Product: C(C)(=O)N[C@@](CCC(=O)O)(C(=O)O)C=C (N-acetyl-2-vinylglutamic acid). Reaction SMILES: [CH:1]([C@@:3]([C:10]([OH:12])=[O:11])([CH2:5][CH2:6][C:7]([OH:9])=[O:8])[NH2:4])=[CH2:2].[C:13](Cl)(=[O:15])[CH3:14].Cl>[OH-].[Na+].O1CCOCC1>[C:13]([NH:4][C@:3]([CH:1]=[CH2:2])([C:10]([OH:12])=[O:11])[CH2:5][CH2:6][C:7]([OH:9])=[O:8])(=[O:15])[CH3:14] |f:3.4|. Reported procedure: To a solution of 2-vinylglutamic acid (350 mg, 2 mM) in 5 ml of 1 N sodium hydroxide at 0° C. are added simultaneously from 2 syringes acetyl chloride (160 mg) diluted in dioxane (1 ml) and 2 ml of 1 N sodium hydroxide. After 30 minutes at 0° the solution is acidified by the addition of 3 N hydrochloric acid, then extracted well with dichloromethane. The organic phase is dried and concentrated to afford N-acetyl-2-vinylglutamic acid. The reactants are CC=1C(=NC=CN1)C(=O)O (3-methylpyrazine-2-carboxylic acid), CO (methanol). Solvent: S(O)(O)(=O)=O (sulfuric acid). Product: CC=1C(=NC=CN1)C(=O)OC (methyl 3-methylpyrazine-2-carboxylate). The yield is 83.0%. As a reaction SMILES: [CH3:1][C:2]1[C:3]([C:8]([OH:10])=[O:9])=[N:4][CH:5]=[CH:6][N:7]=1.[CH3:11]O>S(=O)(=O)(O)O>[CH3:1][C:2]1[C:3]([C:8]([O:10][CH3:11])=[O:9])=[N:4][CH:5]=[CH:6][N:7]=1. Procedure details: A solution of 3-methylpyrazine-2-carboxylic acid (10 g, 72.4 mmol) in 80 mL methanol and sulfuric acid, 95% (5 ml, 90 mmol) was heated to 60° C. for 4 h. The solution was concentrated to remove MeOH, the residue was dissolved in 50 mL of water and neutralized with 10% aq Na2CO3 solution to pH 12. The resulting solution was extracted with ethyl acetate. The combined organics were dried and concentrated to give crude methyl 3-methylpyrazine-2-carboxylate (9.1 g, 83% yield) which was used for next ...